From a dataset of the Open Reaction Database (ORD), a public repository of structured organic reaction records. describe an organic reaction: reactants, conditions, products, and yield Reaction conditions: time 4 hour. Reactants: NC1=NC=C(C=C1)Br (2-amino-5-bromopyridine), C[Al](C)C (trimethylaluminum), C(C)OC(=O)C1=CC(=NN1)C (ethyl-3-methylpyrazole-5-carboxylate). As a reaction SMILES: [NH2:1][C:2]1[CH:7]=[CH:6][C:5]([Br:8])=[CH:4][N:3]=1.C[Al](C)C.C([O:15][C:16]([C:18]1[NH:22][N:21]=[C:20]([CH3:23])[CH:19]=1)=O)C>C(Cl)Cl>[Br:8][C:5]1[CH:6]=[CH:7][C:2]([NH:1][C:16]([C:18]2[NH:22][N:21]=[C:20]([CH3:23])[CH:19]=2)=[O:15])=[N:3][CH:4]=1. Run in C(Cl)Cl (methylene chloride). Yield: 49.1%. Procedure: A solution of 2-amino-5-bromopyridine (0.200 g, 1.16 mmol 1.0 equiv), in 5 mls of methylene chloride, under argon, was treated with trimethylaluminum (0.312 mL, 2.0N in hexanes, 4.0 equiv) at room temperature for 30 min. To the solution was added ethyl-3-methylpyrazole-5-carboxylate (0.356 g, 2.0 equiv). After 4 hrs, the volatile was evaporated, and the residue was redissolved into EtOAc, washed with 0.5N HCl, 0.2 N K2CO3, and saturated aqueous NaCl. The organic layer was dried over Na2SO4, filt... Product: BrC=1C=CC(=NC1)NC(=O)C1=CC(=NN1)C (N-(5-bromo-2-pyridinyl)-(3-methyl)-5-pyrazolecarboxamide).